From a dataset of the Open Reaction Database (ORD), a public repository of structured organic reaction records. describe an organic reaction: reactants, conditions, products, and yield The solvent is O (water), Cl (hydrochloric acid), O (water). Reaction SMILES: [NH2:1][C:2]1[CH:19]=[CH:18][C:17]([Cl:20])=[CH:16][C:3]=1[C:4]([NH:6][CH2:7][CH:8]([CH3:15])[CH2:9][N:10]1[CH:14]=[CH:13][N:12]=[CH:11]1)=[O:5].[N:21]([O-])=O.[Na+].[OH-].[Na+].C(O)(=O)C>O.Cl>[Cl:20][C:17]1[CH:18]=[CH:19][C:2]2[N:1]=[N:21][N:6]([CH2:7][CH:8]([CH3:15])[CH2:9][N:10]3[CH:14]=[CH:13][N:12]=[CH:11]3)[C:4](=[O:5])[C:3]=2[CH:16]=1 |f:1.2,3.4|. Reactants: NC1=C(C(=O)NCC(CN2C=NC=C2)C)C=C(C=C1)Cl (2-amino-5-chloro-N-[3-(1H-imidazol-1-yl)-2-methylpropyl]benzamide), N(=O)[O-].[Na+] (sodium nitrite), C(C)(=O)O (acetic acid), [OH-].[Na+] (sodium hydroxide). Product: ClC=1C=CC2=C(C(N(N=N2)CC(CN2C=NC=C2)C)=O)C1 (6-Chloro-3-[3-(1H-imidazol-1-yl)-2-methylpropyl]-1,2,3-benzotriazin-4(3H)-one). Procedure details: A solution of 5.86 g of 2-amino-5-chloro-N-[3-(1H-imidazol-1-yl)-2-methylpropyl]benzamide in 30 ml of water and 8.3 ml of concentrated hydrochloric acid was cooled in an ice bath and a solution of 1.42 g of sodium nitrite in 10 ml of water was added dropwise. The mixture was stirred, treated for 50 minutes with 10 ml of 10N sodium hydroxide, stirred for 50 minutes and acetic acid was added until a pH of 6-7 was reached. The product was extracted into methylene chloride and the organic layer was ... Starting materials: C(#N)C1=CC=C(OC2=C(C(=O)O)C=CC(=N2)OC2=CC=C(C=C2)C#N)C=C1 (2,6-bis(4-cyano phenoxy)-nicotinic acid), C(C)(C)(C)OC(=O)N1CCNCC1 (piperazine-1-carboxylic acid tert-butyl ester). The product is C(C)(C)(C)OC(=O)N1CCN(CC1)C(=O)C=1C(=NC(=CC1)OC1=CC=C(C=C1)C#N)OC1=CC=C(C=C1)C#N (4-[2,6-Bis-(4-cyano-phenoxy)pyridine-3-carbonyl]-piperazine-1-carboxylic Acid tert-butyl Ester). The yield is 65.2%. RXN SMILES: [C:1]([C:3]1[CH:27]=[CH:26][C:6]([O:7][C:8]2[N:16]=[C:15]([O:17][C:18]3[CH:23]=[CH:22][C:21]([C:24]#[N:25])=[CH:20][CH:19]=3)[CH:14]=[CH:13][C:9]=2[C:10](O)=[O:11])=[CH:5][CH:4]=1)#[N:2].[C:28]([O:32][C:33]([N:35]1[CH2:40][CH2:39][NH:38][CH2:37][CH2:36]1)=[O:34])([CH3:31])([CH3:30])[CH3:29]>>[C:28]([O:32][C:33]([N:35]1[CH2:40][CH2:39][N:38]([C:10]([C:9]2[C:8]([O:7][C:6]3[CH:5]=[CH:4][C:3]([C:1]#[N:2])=[CH:27][CH:26]=3)=[N:16][C:15]([O:17][C:18]3[CH:19]=[CH:20][C:21]([C:24]#[N:25])=[CH:22][CH:23]=3)=[CH:14][CH:13]=2)=[O:11])[CH2:37][CH2:36]1)=[O:34])([CH3:31])([CH3:29])[CH3:30]. Procedure details: Following the procedure of Example 5(c) 2,6-bis(4-cyano phenoxy)-nicotinic acid 1.25 g (3.5 mmol) and piperazine-1-carboxylic acid tert-butyl ester (0.65 g, 3.5 mmol) were used to afford 1.2 g of the required product. Percentage purity (LCMS): 95.6%, (M+1)=525.2 (with BOC). 1H NMR (DMSO-d6): δ 1.40 (9H, s), 3.30 (2H, m), 3.42 (4H, m), 3.61 (2H, m), 6.98 (1H, d), 7.35 (4H, m), 7.82 (4H, dd), 8.02 (2H, d).